This data is from the Open Reaction Database (ORD), a public repository of structured organic reaction records. The task is: describe an organic reaction: reactants, conditions, products, and yield Starting materials: COC1=C(C=C(C(=C1)C(=O)O)OC)C1=C(C=CC=C1)C(F)(F)F (2,5-Dimethoxy-2′-trifluoromethyl-[1,1′-biphenyl]-4-carboxylic acid), C(C(=O)Cl)(=O)Cl (oxalyl chloride), C=1C=CN2C1CNC1=C(C2)C=CC=C1 (10,11-dihydro-5H-pyrrolo[2,1-c][1,4]benzodiazepine), CCN(C(C)C)C(C)C (Hünig's base). Run in CN(C=O)C (N,N-dimethylformamide), CCCCCC (hexane), C(C)(=O)OCC (ethyl acetate), C(C)(=O)OCC (ethyl acetate). The product is COC=1C=C(C(=CC1C(=O)N1CC=2N(CC3=C1C=CC=C3)C=CC2)OC)C2=C(C=CC=C2)C(F)(F)F (10-{[3,6-Dimethoxy-2′-trifluoromethyl-[1,1′-biphenyl]-4-yl]carbonyl}-10,11-dihydro-5H-pyrrolo[2,1-c][1,4]benzodiazepine). The yield is 36.5%. As a reaction SMILES: [CH3:1][O:2][C:3]1[CH:8]=[C:7]([C:9]([OH:11])=O)[C:6]([O:12][CH3:13])=[CH:5][C:4]=1[C:14]1[CH:19]=[CH:18][CH:17]=[CH:16][C:15]=1[C:20]([F:23])([F:22])[F:21].C(Cl)(=O)C(Cl)=O.[CH:30]1[CH:31]=[CH:32][N:33]2[CH2:39][C:38]3[CH:40]=[CH:41][CH:42]=[CH:43][C:37]=3[NH:36][CH2:35][C:34]=12.CCN(C(C)C)C(C)C>CCCCCC.C(OCC)(=O)C.CN(C)C=O>[CH3:13][O:12][C:6]1[CH:5]=[C:4]([C:14]2[CH:19]=[CH:18][CH:17]=[CH:16][C:15]=2[C:20]([F:23])([F:22])[F:21])[C:3]([O:2][CH3:1])=[CH:8][C:7]=1[C:9]([N:36]1[C:37]2[CH:43]=[CH:42][CH:41]=[CH:40][C:38]=2[CH2:39][N:33]2[CH:32]=[CH:31][CH:30]=[C:34]2[CH2:35]1)=[O:11]. Procedure: The title compound was prepared in the manner of Example 31, Step A using 2,5-dimethoxy-2′-trifluoromethyl-[1,1′-biphenyl]-4-carboxylic acid of Step A (1.63 g, 5 mmol), oxalyl chloride (700 μL, 8 mmol), N,N-dimethylformamide (10 μL), 10,11-dihydro-5H-pyrrolo[2,1-c][1,4]benzodiazepine (0.93 g, 5 mmol) and Hünig's base (1.78 ml, 10 mmol). Flash chromatography over silica gel using a solvent gradient from 30% ethyl acetate in hexane to 100% ethyl acetate provided the title compound (0.900 g) as a s... Starting materials: ClC1=CC=C(C=C1)C(N1CC(C1)=CS(=O)(=O)CC=1C=C(C(=O)O)C=CC1)C1=CC=C(C=C1)Cl (3-({1-[bis(4-chlorophenyl)methyl]azetidin-3-ylidene}methanesulfonylmethyl)benzoic acid), resin, Cl.NCC1CC1 (aminomethylcyclopropane hydrochloride). Run in C(C)N(CC)CC (triethylamine). The product is ClC1=CC=C(C=C1)C(N1CC(C1)=CS(=O)(=O)CC=1C=C(C(=O)NCC2CC2)C=CC1)C1=CC=C(C=C1)Cl (3-({1-[bis(4-chlorophenyl)methyl]azetidin-3-ylidene}methanesulfonylmethyl)-N-cyclopropylmethylbenzamide). The yield is 62.7%. Reaction SMILES: [Cl:1][C:2]1[CH:7]=[CH:6][C:5]([CH:8]([C:27]2[CH:32]=[CH:31][C:30]([Cl:33])=[CH:29][CH:28]=2)[N:9]2[CH2:12][C:11](=[CH:13][S:14]([CH2:17][C:18]3[CH:19]=[C:20]([CH:24]=[CH:25][CH:26]=3)[C:21](O)=[O:22])(=[O:16])=[O:15])[CH2:10]2)=[CH:4][CH:3]=1.Cl.[NH2:35][CH2:36][CH:37]1[CH2:39][CH2:38]1>C(N(CC)CC)C>[Cl:1][C:2]1[CH:3]=[CH:4][C:5]([CH:8]([C:27]2[CH:28]=[CH:29][C:30]([Cl:33])=[CH:31][CH:32]=2)[N:9]2[CH2:12][C:11](=[CH:13][S:14]([CH2:17][C:18]3[CH:19]=[C:20]([CH:24]=[CH:25][CH:26]=3)[C:21]([NH:35][CH2:36][CH:37]3[CH2:39][CH2:38]3)=[O:22])(=[O:16])=[O:15])[CH2:10]2)=[CH:6][CH:7]=1 |f:1.2|. Reported procedure: The operation is carried out under the conditions described in Example 124 starting with 110 mg of activated 3-({1-[bis(4-chlorophenyl)methyl]azetidin-3-ylidene}methanesulfonylmethyl)benzoic acid on TFP resin (121 μM), 0.026 cm3 of triethylamine and 21 mg of aminomethylcyclopropane hydrochloride. 68 mg of 3-({1-[bis(4-chlorophenyl)methyl]azetidin-3-ylidene}methanesulfonylmethyl)-N-cyclopropylmethylbenzamide are thus obtained in the form of a yellow foam [1H NMR spectrum (400 MHz, (CD3)2SO-d6, δ ... Starting materials: P(=O)(O)(O)[O-].[Na+] (sodium dihydrogenphosphate), [OH-].[Na+] (sodium hydroxide), ClN1C(CCC1=O)=O (N-chlorosuccinimide), ClC=1C(=NC=CC1)N1N=C(C=C1S(=O)[O-])C(F)(F)F.[Li+] (Lithium 1-(3-chloro-2-pyridinyl)-3-(trifluoromethyl)-1H-pyrazole-5-sulfinate). The product is ClC=1C(=NC=CC1)N1N=C(C=C1S(=O)(=O)O)C(F)(F)F (1-(3-Chloro-2-pyridinyl)-3-(trifluoromethyl)-1H-pyrazole-5-sulfonic acid). As a reaction SMILES: P([O-])(O)(O)=O.[Na+].[OH-].[Na+].[Cl:9][C:10]1[C:11]([N:16]2[C:20]([S:21]([O-:23])=[O:22])=[CH:19][C:18]([C:24]([F:27])([F:26])[F:25])=[N:17]2)=[N:12][CH:13]=[CH:14][CH:15]=1.[Li+].ClN1C(=[O:35])CCC1=O>O.C(OCC)(=O)C>[Cl:9][C:10]1[C:11]([N:16]2[C:20]([S:21]([OH:35])(=[O:23])=[O:22])=[CH:19][C:18]([C:24]([F:27])([F:25])[F:26])=[N:17]2)=[N:12][CH:13]=[CH:14][CH:15]=1 |f:0.1,2.3,4.5|. Procedure details: To 100 mL of pH 6 buffer (prepared by dissolving 1.2 g (10 mmol) of sodium dihydrogenphosphate in 100 mL of water and adding 11.2 mL of 1N sodium hydroxide) was added 3.52 g (11.1 mmol) of the title material from Step B. This solution was cooled in an ice bath and 75 mL of ethyl acetate and 1.48 g (11.1 mmol) of N-chlorosuccinimide were added. After 30 minutes the layers were separated. The organic layer was dried (sodium sulfate) and the solvent was removed with a rotary evaporator. To the resi... Isolated yield 78.1%. The solvent is O (water), C(C)(=O)OCC (ethyl acetate). Starting materials: CCOC(=O)CC1CCC(=O)C(Br)C1, CCO, Sc1cccc(Cl)c1, [K+], [OH-]. Yields the product CCOC(=O)CC1CCC(=O)C(Sc2cccc(Cl)c2)C1. As a reaction SMILES: [CH2:11]([CH3:12])[O:13][C:14]([CH2:15][CH:16]1[CH2:17][CH:18]([Br:23])[C:19](=[O:22])[CH2:20][CH2:21]1)=[O:24].[CH3:25][CH2:26][OH:27].[Cl:1][c:2]1[cH:3][c:4]([SH:8])[cH:5][cH:6][cH:7]1.[K+:10].[OH-:9]>>[Cl:1][c:2]1[cH:3][c:4]([S:8][CH:18]2[CH2:17][CH:16]([CH2:15][C:14]([O:13][CH2:11][CH3:12])=[O:24])[CH2:21][CH2:20][C:19]2=[O:22])[cH:5][cH:6][cH:7]1.